Dataset: the Open Reaction Database (ORD), a public repository of structured organic reaction records. Task: describe an organic reaction: reactants, conditions, products, and yield The reactants are O=C([O-])[O-], CS(C)=O, C1CC2CNCC1O2, Cl, Cc1cc(F)ccc1-c1cc(Cl)ncc1N(C)C(=O)C(C)(C)c1cc(C(F)(F)F)cc(C(F)(F)F)c1, [K+], [K+], O. Product: Cc1cc(F)ccc1-c1cc(N2CC3CCC(C2)O3)ncc1N(C)C(=O)C(C)(C)c1cc(C(F)(F)F)cc(C(F)(F)F)c1. RXN SMILES: [C:46](=[O:47])([O-:48])[O-:49].[CH3:52][S:53](=[O:54])[CH3:55].[CH:38]12[CH2:39][NH:40][CH2:41][CH:42]([CH2:43][CH2:44]1)[O:45]2.[ClH:37].[F:1][C:2]([c:3]1[cH:4][c:5]([C:13]([C:14](=[O:15])[N:16]([CH3:17])[c:18]2[cH:19][n:20][c:21]([Cl:32])[cH:22][c:23]2-[c:24]2[c:25]([CH3:31])[cH:26][c:27]([F:30])[cH:28][cH:29]2)([CH3:33])[CH3:34])[cH:6][c:7]([C:9]([F:10])([F:11])[F:12])[cH:8]1)([F:35])[F:36].[K+:50].[K+:51].[OH2:56]>>[F:1][C:2]([c:3]1[cH:4][c:5]([C:13]([C:14](=[O:15])[N:16]([CH3:17])[c:18]2[cH:19][n:20][c:21]([N:40]3[CH2:39][CH:38]4[CH2:44][CH2:43][CH:42]([CH2:41]3)[O:45]4)[cH:22][c:23]2-[c:24]2[c:25]([CH3:31])[cH:26][c:27]([F:30])[cH:28][cH:29]2)([CH3:33])[CH3:34])[cH:6][c:7]([C:9]([F:10])([F:11])[F:12])[cH:8]1)([F:35])[F:36]. The reactants are C(#N)C(C(=O)OCC)=CNC1=NC=C(C=C1)CC (ethyl 2-cyano-3-(5-ethyl-2-pyridylamino)acrylate), N1N=NN=C1C1=CN=C2N(C1=O)C=CC=C2 (3-(1H-tetrazol-5-yl)-4H-pyrido[1,2-a]pyrimidin-4-one). The product is C(C)C=1C=CC=2N(C(C(=CN2)C2=NN=NN2)=O)C1 (7-Ethyl-3-(1H-tetrazol-5-yl)-4H-pyrido[1,2-a]pyrimidin-4-one). Yield: 28.0%. Reaction SMILES: [C:1]([C:3](=[CH:9][NH:10][C:11]1[CH:16]=[CH:15][C:14]([CH2:17][CH3:18])=[CH:13][N:12]=1)[C:4](OCC)=[O:5])#[N:2].[NH:19]1C(C2C(=O)N3C=CC=CC3=NC=2)=N[N:21]=[N:20]1>>[CH2:17]([C:14]1[CH:15]=[CH:16][C:11]2[N:12]([CH:13]=1)[C:4](=[O:5])[C:3]([C:1]1[NH:2][N:21]=[N:20][N:19]=1)=[CH:9][N:10]=2)[CH3:18]. Reported procedure: The title compound (28% yield, m.p. 289°-290.5° with decomposition) was prepared from ethyl 2-cyano-3-(5-ethyl-2-pyridylamino)acrylate in a manner similar to that described for the preparation of 3-(1H-tetrazol-5-yl)-4H-pyrido[1,2-a]pyrimidin-4-one in Example 2.